From a dataset of the Open Reaction Database (ORD), a public repository of structured organic reaction records. describe an organic reaction: reactants, conditions, products, and yield Run in O (water), CN(C=O)C (dimethylformamide). Reaction SMILES: [C:1]([O:9][CH2:10][CH3:11])(=[O:8])[CH2:2][C:3]([O:5][CH2:6][CH3:7])=[O:4].Cl[CH2:13][CH2:14]Cl.C(=O)([O-])[O-].[K+].[K+].C(=O)=O>O.CN(C)C=O>[C:2]1([C:3]([O:5][CH2:6][CH3:7])=[O:4])([C:1]([O:9][CH2:10][CH3:11])=[O:8])[CH2:14][CH2:13]1 |f:2.3.4|. Procedure details: The apparatus described in Example 1 was successively charged with 320 g diethyl malonate (2.0 mols), 1000 ml dimethylformamide, 1308 g of 1,2-dichloroethane (13.2 mols) and 664 g (4.8 mols) of finely comminuted potassium carbonate. While thoroughly stirring, the mixture was heated to 115° C., whereupon release of carbon dioxide and separation of water commenced. Over a period of 3 hours, another 320 g of diethyl malonate (2.0 mols) were metered into the reaction vessel through a dropping funnel... Yields the product C1(CC1)(C(=O)OCC)C(=O)OCC (Diethyl cyclopropane-1,1-dicarboxylate). Starting materials: C(=O)=O (carbon dioxide), C(CC(=O)OCC)(=O)OCC (diethyl malonate), ClCCCl (1,2-dichloroethane), C([O-])([O-])=O.[K+].[K+] (potassium carbonate), C(CC(=O)OCC)(=O)OCC (diethyl malonate). Reaction conditions: time 3 hour.